This data is from the Open Reaction Database (ORD), a public repository of structured organic reaction records. The task is: describe an organic reaction: reactants, conditions, products, and yield The reactants are ClC=1C=C(C=CC1Cl)[N+](=O)[O-] (3,4-dichloronitrobenzene), COCCN (2-methoxyethylamine). Yields the product COCCNC1=C(C=C(C=C1)[N+](=O)[O-])Cl (4-(β-methoxyethyl)amino-3-chloronitrobenzene). RXN SMILES: [Cl:1][C:2]1[CH:3]=[C:4]([N+:9]([O-:11])=[O:10])[CH:5]=[CH:6][C:7]=1Cl.[CH3:12][O:13][CH2:14][CH2:15][NH2:16]>>[CH3:12][O:13][CH2:14][CH2:15][NH:16][C:7]1[CH:6]=[CH:5][C:4]([N+:9]([O-:11])=[O:10])=[CH:3][C:2]=1[Cl:1]. Procedure: 0.3 mol (56.2 g) of 3,4-dichloronitrobenzene in 170 ml of 2-methoxyethylamine is heated to reflux for 3 hours. Starting materials: CCOC(=O)C (EtOAc), SC1=C(C(=O)OC)C=CC=C1 (methyl 2-mercaptobenzoate), C([O-])([O-])=O.[K+].[K+] (potassium carbonate), CS(=O)(=O)OCCC1=CC=C(OCC(=O)OC(C)(C)C)C=C1 (Tert-butyl (4-{2-[(methylsulfonyl)oxy]ethyl}phenoxy)acetate). The solvent is C(C)#N (acetonitrile). Conditions: temperature 60 celsius, time 10 hour. Yields the product C(C)(C)(C)OC(COC1=CC=C(C=C1)CCSC1=C(C(=O)OC)C=CC=C1)=O (methyl 2-({2-[4-(2-tert-butoxy-2-oxoethoxy)phenyl]ethyl}thio)benzoate). The yield is 99.3%. RXN SMILES: CS(O[CH2:6][CH2:7][C:8]1[CH:22]=[CH:21][C:11]([O:12][CH2:13][C:14]([O:16][C:17]([CH3:20])([CH3:19])[CH3:18])=[O:15])=[CH:10][CH:9]=1)(=O)=O.[SH:23][C:24]1[CH:33]=[CH:32][CH:31]=[CH:30][C:25]=1[C:26]([O:28][CH3:29])=[O:27].C(=O)([O-])[O-].[K+].[K+].CCOC(C)=O>C(#N)C>[C:17]([O:16][C:14](=[O:15])[CH2:13][O:12][C:11]1[CH:10]=[CH:9][C:8]([CH2:7][CH2:6][S:23][C:24]2[CH:33]=[CH:32][CH:31]=[CH:30][C:25]=2[C:26]([O:28][CH3:29])=[O:27])=[CH:22][CH:21]=1)([CH3:18])([CH3:19])[CH3:20] |f:2.3.4|. Procedure details: Tert-butyl (4-{2-[(methylsulfonyl)oxy]ethyl}phenoxy)acetate (5.454 g, 17.347 mmol) was dissolved in acetonitrile (100 ml), methyl 2-mercaptobenzoate (3.502 g, 20.816 mmol) and potassium carbonate (4.795 g, 34.694 mmol) was added. The solution was stirred for 10 hours at 60° C. EtOAc (40 ml) was added and the organic phase was washed with two portions of Brine (2×40 ml, aq). The organic layer was dried (MgSO4) and the solvent was removed by evaporation to give 6.931 g of methyl 2-({2-[4-(2-tert-b... Starting materials: NC1=NC(=O)CN1C(=O)OCc1ccccc1, Cc1ccc(CBr)c(C)c1, CC#N, [K+], [K+], O=C([O-])[O-]. Yields the product Cc1ccc(CNC2=NC(=O)CN2C(=O)OCc2ccccc2)c(C)c1. As a reaction SMILES: [CH2:1]([c:2]1[cH:3][cH:4][cH:5][cH:6][cH:7]1)[O:8][C:9](=[O:10])[N:11]1[C:12]([NH2:17])=[N:13][C:14](=[O:16])[CH2:15]1.[CH3:18][c:19]1[c:20]([CH2:21][Br:22])[cH:23][cH:24][c:25]([CH3:27])[cH:26]1.[CH3:34][C:35]#[N:36].[K+:28].[K+:29].[O-:30][C:31]([O-:32])=[O:33]>>[CH2:1]([c:2]1[cH:3][cH:4][cH:5][cH:6][cH:7]1)[O:8][C:9](=[O:10])[N:11]1[C:12]([NH:17][CH2:21][c:20]2[c:19]([CH3:18])[cH:26][c:25]([CH3:27])[cH:24][cH:23]2)=[N:13][C:14](=[O:16])[CH2:15]1. Reactants: CS(=O)(=O)O[C@H]1[C@H](CC1)OC1=C(C=CC=C1)C(F)(F)F (cis-2-[2-(trifluoromethyl)phenoxy]cyclobutyl methanesulfonate), NCCO (2-aminoethanol). Solvent: C(C)(=O)OCC (ethyl acetate). Conditions: temperature 90 celsius, time 24 hour. The product is FC(C1=C(O[C@H]2[C@@H](CC2)NCCO)C=CC=C1)(F)F (2-({trans-2-[2-(trifluoromethyl)phenoxy]cyclobutyl}amino)ethanol). As a reaction SMILES: CS(O[C@@H:6]1[CH2:9][CH2:8][C@@H:7]1[O:10][C:11]1[CH:16]=[CH:15][CH:14]=[CH:13][C:12]=1[C:17]([F:20])([F:19])[F:18])(=O)=O.[NH2:21][CH2:22][CH2:23][OH:24]>C(OCC)(=O)C>[F:18][C:17]([F:20])([F:19])[C:12]1[CH:13]=[CH:14][CH:15]=[CH:16][C:11]=1[O:10][C@@H:7]1[CH2:8][CH2:9][C@H:6]1[NH:21][CH2:22][CH2:23][OH:24]. Procedure details: A mixture of C8 (500 mg, 1.61 mmol) and 2-aminoethanol (5 mL) was heated at 90° C. for 18 hours, then at 100° C. for an additional 24 hours. The reaction was cooled, diluted with ethyl acetate (100 mL) and washed with aqueous sodium hydroxide solution (1 M, 5×50 mL). The organic layer was dried over magnesium sulfate, filtered and concentrated in vacuo. Purification via HPLC (Column: Phenomenex Luna C18(2), 5 μm; Mobile phase A: 0.1% formic acid in water; Mobile phase B: 0.1% formic acid in meth...